This data is from the Open Reaction Database (ORD), a public repository of structured organic reaction records. The task is: describe an organic reaction: reactants, conditions, products, and yield Starting materials: BrC=1C=C(C=2C=NN(C2C1)C(C)C)C(=O)NCC=1C(NC(=CC1C)C)=O (6-bromo-N-[(4,6-dimethyl-2-oxo-1,2-dihydro-3-pyridinyl)methyl]-1-(1-methylethyl)-1H-indazole-4-carboxamide), C(Cl)Cl.CO (DCM MeOH), CC1(OB(OC1(C)C)C1=CC2=C(NC(N2)=O)C=C1)C (5-(4,4,5,5-tetramethyl-1,3,2-dioxaborolan-2-yl)-1,3-dihydro-2H-benzimidazol-2-one), C([O-])(O)=O.[Na+] (Sodium bicarbonate). Reagents/catalysts: C1=CC=C(C=C1)P([C-]2C=CC=C2)C3=CC=CC=C3.C1=CC=C(C=C1)P([C-]2C=CC=C2)C3=CC=CC=C3.Cl[Pd]Cl.[Fe+2].C(Cl)Cl (PdCl2(dppf) CH2Cl2). The solvent is O1CCOCC1.O (dioxane water). Run at temperature 130 celsius. Product: CC1=C(C(NC(=C1)C)=O)CNC(=O)C=1C=2C=NN(C2C=C(C1)C1=CC2=C(NC(N2)=O)C=C1)C(C)C (N-[(4,6-Dimethyl-2-oxo-1,2-dihydro-3-pyridinyl)methyl]-1-(1-methylethyl)-6-(2-oxo-2,3-dihydro-1H-benzimidazol-5-yl)-1H-indazole-4-carboxamide). Yield: 38.1%. Reaction SMILES: Br[C:2]1[CH:3]=[C:4]([C:14]([NH:16][CH2:17][C:18]2[C:19](=[O:26])[NH:20][C:21]([CH3:25])=[CH:22][C:23]=2[CH3:24])=[O:15])[C:5]2[CH:6]=[N:7][N:8]([CH:11]([CH3:13])[CH3:12])[C:9]=2[CH:10]=1.CC1(C)C(C)(C)OB([C:35]2[CH:44]=[CH:43][C:38]3[NH:39][C:40](=[O:42])[NH:41][C:37]=3[CH:36]=2)O1.C(=O)(O)[O-].[Na+].C(Cl)Cl.CO>O1CCOCC1.O.C1C=CC(P(C2C=CC=CC=2)[C-]2C=CC=C2)=CC=1.C1C=CC(P(C2C=CC=CC=2)[C-]2C=CC=C2)=CC=1.Cl[Pd]Cl.[Fe+2].C(Cl)Cl>[CH3:24][C:23]1[CH:22]=[C:21]([CH3:25])[NH:20][C:19](=[O:26])[C:18]=1[CH2:17][NH:16][C:14]([C:4]1[C:5]2[CH:6]=[N:7][N:8]([CH:11]([CH3:13])[CH3:12])[C:9]=2[CH:10]=[C:2]([C:35]2[CH:44]=[CH:43][C:38]3[NH:39][C:40](=[O:42])[NH:41][C:37]=3[CH:36]=2)[CH:3]=1)=[O:15] |f:2.3,4.5,6.7,8.9.10.11.12|. Reported procedure: In a 25 mL sealable tube under nitrogen were combined 6-bromo-N-[(4,6-dimethyl-2-oxo-1,2-dihydro-3-pyridinyl)methyl]-1-(1-methylethyl)-1H-indazole-4-carboxamide (100 mg, 0.24 mmol), 5-(4,4,5,5-tetramethyl-1,3,2-dioxaborolan-2-yl)-1,3-dihydro-2H-benzimidazol-2-one (93 mg, 0.36 mmol) in dioxane/water (3 mL:1 mL). PdCl2(dppf)-CH2Cl2 (9.8 mg, 0.012 mmol) was added and the resulting mixture was degassed with nitrogen for 10 min. Sodium bicarbonate (60.4 mg, 0.72 mmol) was added, the vessel was sealed... Reactants: C(C1=CC=CC=C1)O[C@H](C(O)C1=CC=CC=C1)[C@@H]1OC2(OC1)CCCCC2 (β(R)-benzyloxy-α(RS)-phenyl-1,4-dioxaspiro[4,5]decane-2(R)-ethanol). The reagents and catalysts are [Pd] (palladium-on-carbon). The solvent is C(C)(=O)O (acetic acid). The product is C(C1=CC=CC=C1)[C@@H](O)[C@@H]1OC2(OC1)CCCCC2 (α(R)-benzyl-1,4-dioxaspiro[4,5]decane-2(R)-methanol). Yield: 65.3%. RXN SMILES: C([O:8][C@@H:9]([C@H:18]1[CH2:22][O:21][C:20]2([CH2:27][CH2:26][CH2:25][CH2:24][CH2:23]2)[O:19]1)[CH:10]([C:12]1[CH:17]=[CH:16][CH:15]=[CH:14][CH:13]=1)O)C1C=CC=CC=1>C(O)(=O)C.[Pd]>[CH2:10]([C@H:9]([C@H:18]1[CH2:22][O:21][C:20]2([CH2:27][CH2:26][CH2:25][CH2:24][CH2:23]2)[O:19]1)[OH:8])[C:12]1[CH:13]=[CH:14][CH:15]=[CH:16][CH:17]=1. Procedure details: (iv)(a) A solution of 130 mg (0.35 mmol) of β(R)-benzyloxy-α(RS)-phenyl-1,4-dioxaspiro[4,5]decane-2(R)-ethanol in 3 ml of acetic acid was hydrogenated over 10% palladium-on-carbon under a pressure of about 4.1 atmospheres for 2 days. The catalyst was removed by filtration and the filtrate was evaporated. The crude product was purified by flash chromatography on silica gel using 2% methanol in dichloromethane for the elution. There were obtained 60 mg of α(R)-benzyl-1,4-dioxaspiro[4,5]decane-2(R)... The reactants are BrB(Br)Br, COc1ccc(C(=O)c2ccccc2C)cc1, ClC(Cl)Cl, ClCCl. Product: Cc1ccccc1C(=O)c1ccc(O)cc1. As a reaction SMILES: [B:18]([Br:19])([Br:20])[Br:21].[CH3:1][c:2]1[c:3]([C:8](=[O:9])[c:10]2[cH:11][cH:12][c:13]([O:16][CH3:17])[cH:14][cH:15]2)[cH:4][cH:5][cH:6][cH:7]1.[CH:22]([Cl:23])([Cl:24])[Cl:25].[Cl:26][CH2:27][Cl:28]>>[CH3:1][c:2]1[c:3]([C:8](=[O:9])[c:10]2[cH:11][cH:12][c:13]([OH:16])[cH:14][cH:15]2)[cH:4][cH:5][cH:6][cH:7]1. Reactants: CC(C)(C)OC(=O)N[C@H]1COC1=O (BOC-L-serine β-lactone), C1(=CC=C(C=C1)S(=O)(=O)O)C (p-toluenesulfonic acid). Run in C(=O)(C(F)(F)F)O (CF3COOH). Yields the product C1(=CC=C(C=C1)S(=O)(=O)O)C.N[C@@H]1C(OC1)=O ((S)-3-amino-2oxetanone p-toluene sulfonic acid salt). The yield is 97.1%. RXN SMILES: CC(OC([NH:8][C@@H:9]1[C:12](=[O:13])[O:11][CH2:10]1)=O)(C)C.[C:14]1([CH3:24])[CH:19]=[CH:18][C:17]([S:20]([OH:23])(=[O:22])=[O:21])=[CH:16][CH:15]=1>C(O)(C(F)(F)F)=O>[C:14]1([CH3:24])[CH:15]=[CH:16][C:17]([S:20]([OH:23])(=[O:21])=[O:22])=[CH:18][CH:19]=1.[NH2:8][C@H:9]1[CH2:10][O:11][C:12]1=[O:13] |f:3.4|. Procedure details: BOC-L-serine β-lactone (600. mg, 3.20 mmol) and anhydrous p-toluenesulfonic acid (579 mg, 3.36 mmol) were treated with distilled CF3COOH (10 mL) at 0°-5° C. for 10 min. Removal of solvent in vacuo as above provided a white crystalline residue which was triturated with dry Et2O (20 mL) and filtered to yield (S)-3-amino-2oxetanone p-toluene sulfonic acid salt (806 mg, 97%). This material was analytically pure; however, if desired, recrystallization could be effected from DMF/Et2O (25° C.→-20° C.):... Reactants: Cl (hydrochloric acid), O=C1OC=CC=C1C1=CC=C(C(=O)OC)C=C1 (methyl 4-(2-oxo-2H-pyran-3-yl)benzoate). Run in O (water). Run at temperature 90 celsius, time 15 hour. The product is O=C1OC=CC=C1C1=CC=C(C(=O)O)C=C1 (4-(2-oxo-2H-pyran-3-yl)benzoic acid). Isolated yield 96.1%. Reaction SMILES: Cl.[O:2]=[C:3]1[C:8]([C:9]2[CH:18]=[CH:17][C:12]([C:13]([O:15]C)=[O:14])=[CH:11][CH:10]=2)=[CH:7][CH:6]=[CH:5][O:4]1>O>[O:2]=[C:3]1[C:8]([C:9]2[CH:18]=[CH:17][C:12]([C:13]([OH:15])=[O:14])=[CH:11][CH:10]=2)=[CH:7][CH:6]=[CH:5][O:4]1. Procedure: An aqueous 6 N hydrochloric acid solution (5 mL) was added to methyl 4-(2-oxo-2H-pyran-3-yl)benzoate (72 mg), followed by stirring at 90° C. for 15 hours. The reaction mixture was cooled to room temperature, water was added, and the solid was collected by filtration. After washing with water, this solid was dried under reduced pressure to obtain 4-(2-oxo-2H-pyran-3-yl)benzoic acid (65 mg) as a pale brown solid. Starting materials: Cc1ccc(C)c(N=C=S)c1, ClCCl, c1ccc(C2CC(c3csc(C4CCNCC4)n3)=NO2)cc1. Product: Cc1ccc(C)c(NC(=S)N2CCC(c3nc(C4=NOC(c5ccccc5)C4)cs3)CC2)c1. RXN SMILES: [CH3:23][c:24]1[c:25]([N:31]=[C:32]=[S:33])[cH:26][c:27]([CH3:30])[cH:28][cH:29]1.[Cl:34][CH2:35][Cl:36].[c:1]1([CH:7]2[CH2:8][C:9]([c:12]3[n:13][c:14]([CH:17]4[CH2:18][CH2:19][NH:20][CH2:21][CH2:22]4)[s:15][cH:16]3)=[N:10][O:11]2)[cH:2][cH:3][cH:4][cH:5][cH:6]1>>[c:1]1([CH:7]2[CH2:8][C:9]([c:12]3[n:13][c:14]([CH:17]4[CH2:18][CH2:19][N:20]([C:32]([NH:31][c:25]5[c:24]([CH3:23])[cH:29][cH:28][c:27]([CH3:30])[cH:26]5)=[S:33])[CH2:21][CH2:22]4)[s:15][cH:16]3)=[N:10][O:11]2)[cH:2][cH:3][cH:4][cH:5][cH:6]1. Product: CCOC(=O)CCc1ccc(O)c(-c2cc(CCC(=O)OCC)ccc2OC)c1. Reactants: O=C([O-])[O-], CI, [Cu], [K+], [K+], CN(C)C=O, CCOC(=O)CCc1ccc(O)c(-c2cc(CCC(=O)OCC)ccc2O)c1. Reaction SMILES: [C:31](=[O:32])([O-:33])[O-:34].[CH3:29][I:30].[Cu:37].[K+:35].[K+:36].[O:38]=[CH:39][N:40]([CH3:41])[CH3:42].[OH:1][c:2]1[c:3](-[c:15]2[c:16]([OH:28])[cH:17][cH:18][c:19]([CH2:21][CH2:22][C:23](=[O:24])[O:25][CH2:26][CH3:27])[cH:20]2)[cH:4][c:5]([CH2:8][CH2:9][C:10](=[O:11])[O:12][CH2:13][CH3:14])[cH:6][cH:7]1>>[O:1]([c:2]1[c:3](-[c:15]2[c:16]([OH:28])[cH:17][cH:18][c:19]([CH2:21][CH2:22][C:23](=[O:24])[O:25][CH2:26][CH3:27])[cH:20]2)[cH:4][c:5]([CH2:8][CH2:9][C:10](=[O:11])[O:12][CH2:13][CH3:14])[cH:6][cH:7]1)[CH3:31]. Starting materials: CCn1c(=O)n(-c2ccc(O)cc2)c2nccc(C(F)(F)F)c21, Cn1c(S(C)(=O)=O)nc2cccnc21, [H-], [Na+], CN(C)C=O, O. Yields the product CCn1c(=O)n(-c2ccc(Oc3nc4cccnc4n3C)cc2)c2nccc(C(F)(F)F)c21. RXN SMILES: [CH2:15]([CH3:16])[n:17]1[c:18](=[O:37])[n:19](-[c:30]2[cH:31][cH:32][c:33]([OH:36])[cH:34][cH:35]2)[c:20]2[n:21][cH:22][cH:23][c:24]([C:26]([F:27])([F:28])[F:29])[c:25]12.[CH3:1][n:2]1[c:3]([S:11]([CH3:12])(=[O:13])=[O:14])[n:4][c:5]2[c:6]1[n:7][cH:8][cH:9][cH:10]2.[H-:39].[Na+:38].[O:41]=[CH:42][N:43]([CH3:44])[CH3:45].[OH2:40]>>[CH3:1][n:2]1[c:3]([O:36][c:33]2[cH:32][cH:31][c:30](-[n:19]3[c:18](=[O:37])[n:17]([CH2:15][CH3:16])[c:25]4[c:20]3[n:21][cH:22][cH:23][c:24]4[C:26]([F:27])([F:28])[F:29])[cH:35][cH:34]2)[n:4][c:5]2[c:6]1[n:7][cH:8][cH:9][cH:10]2. The reactants are NC1=C(C=C(C(=O)NC2CN(CC2)C)C=C1)OC (4-amino-3-methoxy-N-(1-methylpyrrolidin-3-yl)benzamide), CN(CCNC(C1=CC(=C(C=C1)[N+](=O)[O-])OC)=O)C (N-(2-dimethylaminoethyl)-3-methoxy-4-nitro-benzamide), CN(CCNC(C1=CC(=C(C=C1)[N+](=O)[O-])OC)=O)C (N-(2-dimethylaminoethyl)-3-methoxy-4-nitro-benzamide). The product is NC1=C(C=C(C(=O)NCCN(C)C)C=C1)OC (4-amino-N-(2-dimethylaminoethyl)-3-methoxy-benzamide). RXN SMILES: [NH2:1][C:2]1[CH:16]=[CH:15][C:5]([C:6]([NH:8][CH:9]2C[CH2:12][N:11]([CH3:14])[CH2:10]2)=[O:7])=[CH:4][C:3]=1[O:17][CH3:18].CN(C)CCNC(=O)C1C=CC([N+]([O-])=O)=C(OC)C=1>>[NH2:1][C:2]1[CH:16]=[CH:15][C:5]([C:6]([NH:8][CH2:9][CH2:10][N:11]([CH3:12])[CH3:14])=[O:7])=[CH:4][C:3]=1[O:17][CH3:18]. Procedure details: The title compound was prepared in quantitative yield by an analogous method to the preparation of Intermediate 187, on a 2 g scale utilising N-(2-dimethylaminoethyl)-3-methoxy-4-nitro-benzamide (Intermediate 195). The reactants are C1(=CC=CC=C1)C1=CC2=C(N1)C=C(S2)C(=O)OC (methyl 5-phenyl-4H-thieno[3,2-b]pyrrole-2-carboxylate), C(C)(=O)OC(C)=O (acetic anhydride), C1(CCCCC1)=O (cyclohexanone), P(O)(O)(O)=O (phosphoric acid). Solvent: C(C)(=O)O (acetic acid). Conditions: temperature 80 celsius. Product: C1(=CCCCC1)C=1C2=C(NC1C1=CC=CC=C1)C=C(S2)C(=O)OC (methyl 6-cyclohex-1-en-1-yl-5-phenyl-4H-thieno[3,2-b]pyrrole-2-carboxylate). Yield: 69.0%. RXN SMILES: [C:1]1([C:7]2[NH:11][C:10]3[CH:12]=[C:13]([C:15]([O:17][CH3:18])=[O:16])[S:14][C:9]=3[CH:8]=2)[CH:6]=[CH:5][CH:4]=[CH:3][CH:2]=1.C(OC(=O)C)(=O)C.[C:26]1(=O)[CH2:31][CH2:30][CH2:29][CH2:28][CH2:27]1.P(=O)(O)(O)O>C(O)(=O)C>[C:26]1([C:8]2[C:9]3[S:14][C:13]([C:15]([O:17][CH3:18])=[O:16])=[CH:12][C:10]=3[NH:11][C:7]=2[C:1]2[CH:2]=[CH:3][CH:4]=[CH:5][CH:6]=2)[CH2:31][CH2:30][CH2:29][CH2:28][CH:27]=1. Procedure details: A solution (0.2 M) of methyl 5-phenyl-4H-thieno[3,2-b]pyrrole-2-carboxylate in acetic acid was treated with acetic anhydride (10 eq.), cyclohexanone (10 eq.) and 85% phosphoric acid (2.3 eq.). The mixture was heated at 80° C. for 3 h, then was poured into ice cold ammonium hydroxide. The product was extracted with AcOEt and the combined organic layers were washed sequentially with aqueous HCl (1 N), aqueous NaHCO3 (saturated solution) and brine then dried and concentrated. The crude was purified...